This data is from the Open Reaction Database (ORD), a public repository of structured organic reaction records. The task is: describe an organic reaction: reactants, conditions, products, and yield The reactants are O=C(n1ccnc1)n1ccnc1, CC(C)(C)c1ccc(-c2cccc(C3Nc4c(cc(Cl)cc4C(=O)O)CC3(C)C)c2)cc1, CS(N)(=O)=O, CN(C)C=O, [H-], [Na+]. The product is CC(C)(C)c1ccc(-c2cccc(C3Nc4c(cc(Cl)cc4C(=O)NS(C)(=O)=O)CC3(C)C)c2)cc1. RXN SMILES: [C:40]([n:41]1[cH:42][cH:43][n:44][cH:45]1)([n:46]1[cH:47][cH:48][n:49][cH:50]1)=[O:51].[C:8]([CH3:9])([CH3:10])([CH3:11])[c:12]1[cH:13][cH:14][c:15](-[c:18]2[cH:19][c:20]([CH:24]3[NH:25][c:26]4[c:27]([C:37](=[O:38])[OH:39])[cH:28][c:29]([Cl:36])[cH:30][c:31]4[CH2:32][C:33]3([CH3:34])[CH3:35])[cH:21][cH:22][cH:23]2)[cH:16][cH:17]1.[CH3:3][S:4](=[O:5])(=[O:6])[NH2:7].[CH3:52][N:53]([CH3:54])[CH:55]=[O:56].[H-:1].[Na+:2]>>[CH3:3][S:4](=[O:5])(=[O:6])[NH:7][C:37]([c:27]1[c:26]2[c:31]([cH:30][c:29]([Cl:36])[cH:28]1)[CH2:32][C:33]([CH3:34])([CH3:35])[CH:24]([c:20]1[cH:19][c:18](-[c:15]3[cH:14][cH:13][c:12]([C:8]([CH3:9])([CH3:10])[CH3:11])[cH:17][cH:16]3)[cH:23][cH:22][cH:21]1)[NH:25]2)=[O:38]. Yield: 62.1%. The reactants are N1C=CC=2C1=CN=CC2 (1H-pyrrolo[2,3-c]pyridine), [H-].[Na+] (NaH), C(C1=CC=CC=C1)OC(CBr)=O (bromoacetic acid benzyl ester), [NH4+].[Cl-] (NH4Cl). Run in CN(C)C=O (DMF), CN(C)C=O (DMF). Reported procedure: To a stirred solution of 1H-pyrrolo[2,3-c]pyridine (1 g, 8.46 mmol) in DMF (10 mL) under nitrogen atmosphere NaH (0.504 g, 12.6 mmol) is added in portions at ice-cold conditions. The reaction mixture is allowed to stir for 30 min at room temperature. It is then cooled in an ice-bath and bromoacetic acid benzyl ester (1.46 mL, 9.31 mmol) in DMF (10 mL) is added dropwise. The reaction mixture is stirred at room temperature for 5 h. Saturated aqueous NH4Cl solution is added to quench the reaction m... Reaction SMILES: [NH:1]1[C:5]2=[CH:6][N:7]=[CH:8][CH:9]=[C:4]2[CH:3]=[CH:2]1.[H-].[Na+].[CH2:12]([O:19][C:20](=[O:23])[CH2:21]Br)[C:13]1[CH:18]=[CH:17][CH:16]=[CH:15][CH:14]=1.[NH4+].[Cl-]>CN(C=O)C>[CH2:12]([O:19][C:20](=[O:23])[CH2:21][N:1]1[C:5]2=[CH:6][N:7]=[CH:8][CH:9]=[C:4]2[CH:3]=[CH:2]1)[C:13]1[CH:18]=[CH:17][CH:16]=[CH:15][CH:14]=1 |f:1.2,4.5|. Product: C(C1=CC=CC=C1)OC(CN1C=CC=2C1=CN=CC2)=O (pyrrolo[2,3-c]pyridin-1-yl-acetic acid benzyl ester). Conditions: time 30 minute. Procedure details: α-Tetralone was reacted with methylmagnesium iodide as described in J. Org. Chem., 26, 4165 (1961), without isolation of the intermediate 1-methyl-1-tetralol, to give the desired product, after distillation, in 68% yield as a colorless oil, boiling point 55-57° C. at 0.8 mm Hg. Reactants: C1CC2=CC=CC=C2C(=O)C1 (α-Tetralone), C[Mg]I (methylmagnesium iodide). RXN SMILES: [CH2:1]1[CH2:11][C:9](=O)[C:8]2[C:3](=[CH:4][CH:5]=[CH:6][CH:7]=2)[CH2:2]1.[CH3:12][Mg]I>>[CH3:12][C:9]1[C:8]2[C:3](=[CH:4][CH:5]=[CH:6][CH:7]=2)[CH2:2][CH2:1][CH:11]=1. The product is 1-methyl-1-tetralol, CC1=CCCC2=CC=CC=C12 (3,4-dihydro-1-methylnaphthalene). The yield is 68.0%. Starting materials: 22-l, BrC=1C=C(C#N)C=C(C1O)[N+](=O)[O-] (3-Bromo-4-hydroxy-5-nitrobenzonitrile), NN (Hydrazine), C (charcoal). Reagents/catalysts: [Fe](Cl)(Cl)Cl (iron (III) chloride). Run in CO (methanol). Conditions: temperature 65 celsius, time 15 minute. Product: NC=1C=C(C#N)C=C(C1O)Br (3-Amino-5-bromo-4-hydroxybenzonitrile). Yield: 47.1%. RXN SMILES: [Br:1][C:2]1[CH:3]=[C:4]([CH:7]=[C:8]([N+:11]([O-])=O)[C:9]=1[OH:10])[C:5]#[N:6].C.NN>CO.[Fe](Cl)(Cl)Cl>[NH2:11][C:8]1[CH:7]=[C:4]([CH:3]=[C:2]([Br:1])[C:9]=1[OH:10])[C:5]#[N:6]. Procedure details: To a 22-l, 3-neck round-bottom flask fitted with a stirring paddle, a Claisen adapter fitted with a thermocouple and a condenser blanketed with nitrogen, and an addition funnel capped with a septum was added a mixture of 3-bromo-4-hydroxy-5-nitrobenzonitrile (96.9 g, Step A) in methanol (14 l). To this mixture was added iron (III) chloride (9.3 g) and activated charcoal (38 g, Darco 6-60, 100-mesh powder). The mixture was heated to reflux (65° C.) and stirred for 15 min at this temperature. Hydr...